This data is from the Open Reaction Database (ORD), a public repository of structured organic reaction records. The task is: describe an organic reaction: reactants, conditions, products, and yield Starting materials: Br, CCc1cnc(CNC(C)(C(N)=O)C(C)C)c(C(=O)O)c1, CC(=O)O, [Na]. Product: CCc1cnc(C2=NC(C)(C(C)C)C(=O)N2)c(C(=O)O)c1. RXN SMILES: [Br:23].[C:1]([NH2:2])(=[O:3])[C:4]([CH:5]([CH3:6])[CH3:7])([CH3:8])[NH:9][CH2:10][c:11]1[c:12]([C:13](=[O:14])[OH:15])[cH:16][c:17]([CH2:20][CH3:21])[cH:18][n:19]1.[CH3:24][C:25](=[O:26])[OH:27].[Na:22]>>[C:1]1(=[O:3])[NH:2][C:10]([c:11]2[c:12]([C:13](=[O:14])[OH:15])[cH:16][c:17]([CH2:20][CH3:21])[cH:18][n:19]2)=[N:9][C:4]1([CH:5]([CH3:6])[CH3:7])[CH3:8].